From a dataset of the Open Reaction Database (ORD), a public repository of structured organic reaction records. describe an organic reaction: reactants, conditions, products, and yield The reactants are CS(=O)[O-], O=[N+]([O-])c1cccc(CCl)c1, [Na+], CN(C)C=O. Reaction SMILES: [CH3:12][S:13](=[O:14])[O-:15].[N+:1](=[O:2])([O-:3])[c:4]1[cH:5][c:6]([CH2:7][Cl:8])[cH:9][cH:10][cH:11]1.[Na+:16].[O:17]=[CH:18][N:19]([CH3:20])[CH3:21]>>[N+:1](=[O:2])([O-:3])[c:4]1[cH:5][c:6]([CH2:7][S:13]([CH3:12])(=[O:14])=[O:15])[cH:9][cH:10][cH:11]1. Product: CS(=O)(=O)Cc1cccc([N+](=O)[O-])c1. Starting materials: O=C(Cl)C=Cc1ccccc1, CN(C)Cc1ccccc1, CC(C)=O, Nc1ccc(S(=O)(=O)O)cc1. RXN SMILES: [C:22]([CH:23]=[CH:24][c:25]1[cH:26][cH:27][cH:28][cH:29][cH:30]1)(=[O:31])[Cl:32].[CH3:12][N:13]([CH2:14][c:15]1[cH:16][cH:17][cH:18][cH:19][cH:20]1)[CH3:21].[CH3:33][C:34](=[O:35])[CH3:36].[S:1](=[O:2])([c:3]1[cH:4][cH:5][c:6]([NH2:9])[cH:7][cH:8]1)(=[O:10])[OH:11]>>[S:1](=[O:2])([c:3]1[cH:4][cH:5][c:6]([NH:9][C:22]([CH:23]=[CH:24][c:25]2[cH:26][cH:27][cH:28][cH:29][cH:30]2)=[O:31])[cH:7][cH:8]1)(=[O:10])[OH:11]. The product is O=C(C=Cc1ccccc1)Nc1ccc(S(=O)(=O)O)cc1. The reactants are O (Water), N=1C=CN2N=C(C=CC21)NC(OCC(Cl)(Cl)Cl)=O (2,2,2-trichloroethyl imidazo[1,2-b]pyridazin-6-ylcarbamate), C1(=CC=CC=C1)C=1N=C(SC1)N1CCNCC1 (1-(4-phenyl-1,3-thiazol-2-yl)piperazine), C(C)(C)N(CC)C(C)C (diisopropylethylamine). Run in CS(=O)C (dimethylsulfoxide), C(C)(=O)OCC (ethyl acetate). Reaction conditions: temperature 70 celsius, time 15 hour. The product is N=1C=CN2N=C(C=CC21)NC(=O)N2CCN(CC2)C=2SC=C(N2)C2=CC=CC=C2 (N-Imidazo[1,2-b]pyridazin-6-yl-4-(4-phenyl-1,3-thiazol-2-yl)piperazine-1-carboxamide). Yield: 66.5%. RXN SMILES: [N:1]1[CH:2]=[CH:3][N:4]2[C:9]=1[CH:8]=[CH:7][C:6]([NH:10][C:11](=[O:18])OCC(Cl)(Cl)Cl)=[N:5]2.[C:19]1([C:25]2[N:26]=[C:27]([N:30]3[CH2:35][CH2:34][NH:33][CH2:32][CH2:31]3)[S:28][CH:29]=2)[CH:24]=[CH:23][CH:22]=[CH:21][CH:20]=1.C(N(C(C)C)CC)(C)C.O>CS(C)=O.C(OCC)(=O)C>[N:1]1[CH:2]=[CH:3][N:4]2[C:9]=1[CH:8]=[CH:7][C:6]([NH:10][C:11]([N:33]1[CH2:34][CH2:35][N:30]([C:27]3[S:28][CH:29]=[C:25]([C:19]4[CH:24]=[CH:23][CH:22]=[CH:21][CH:20]=4)[N:26]=3)[CH2:31][CH2:32]1)=[O:18])=[N:5]2. Reported procedure: A mixture of 2,2,2-trichloroethyl imidazo[1,2-b]pyridazin-6-ylcarbamate (198 mg, 0.408 mmol), 1-(4-phenyl-1,3-thiazol-2-yl)piperazine (200 mg, 0.815 mmol) and diisopropylethylamine (0.076 ml, 0.408 mmol) in dimethylsulfoxide (2.7 ml) was stirred at 70° C. for 15 hours. Water was poured into the reaction solution, and the mixture was exacted with ethyl acetate. The extract was washed with water and dried over anhydrous magnesium sulfate, and the solvent was distilled off under reduced pressure. T... Reactants: C(CCC)OC1CCC(N1)=O (5-n-butyloxy pyrrolidin-2-one), C(C1=CC=C(C=C1)OC)(=O)Cl (anisoyl chloride), product, solution, C(CCC)[Li] (n-butyllithium). Run in O1CCCC1 (tetrahydrofuran), O1CCCC1 (tetrahydrofuran), CCCCCC (n-hexane). Conditions: time 2 hour. Product: COC1=CC=C(C(=O)N2C(CCC2OCCC)=O)C=C1 (1-(4-methoxybenzoyl) 5-n-propyloxy pyrrolidin-2-one). Reaction SMILES: C([Li])CCC.[CH2:6]([O:10][CH:11]1[NH:15][C:14](=[O:16])[CH2:13][CH2:12]1)[CH2:7][CH2:8]C.[C:17](Cl)(=[O:26])[C:18]1[CH:23]=[CH:22][C:21]([O:24][CH3:25])=[CH:20][CH:19]=1>CCCCCC.O1CCCC1>[CH3:25][O:24][C:21]1[CH:22]=[CH:23][C:18]([C:17]([N:15]2[CH:11]([O:10][CH2:6][CH2:7][CH3:8])[CH2:12][CH2:13][C:14]2=[O:16])=[O:26])=[CH:19][CH:20]=1. Reported procedure: 11.2 cm3 of a 1.6M solution of n-butyllithium in n-hexane is added at -40° C. to a solution, cooled to -45° C., of 2.8 g of 5-n-butyloxy pyrrolidin-2-one in 70 cm3 of tetrahydrofuran with agitation for 30 minutes. Under the same conditions, a solution of 5.24 g of anisoyl chloride (at 58% in toluene) in 6 cm3 of tetrahydrofuran is added. After agitation for 2 hours, allowing to return to ambient temperature, the mixture is evaporated to dryness. The oil obtained is chromato-graphed on silica (el...